This data is from the Open Reaction Database (ORD), a public repository of structured organic reaction records. The task is: describe an organic reaction: reactants, conditions, products, and yield Reactants: CC#N, CCN(C(C)C)C(C)C, NCc1ccc(F)cc1Cl, O=C1CSC(=S)N1. Yields the product O=C1CSC(NCc2ccc(F)cc2Cl)=N1. RXN SMILES: [CH3:27][C:28]#[N:29].[CH:18]([N:19]([CH2:20][CH3:21])[CH:22]([CH3:23])[CH3:24])([CH3:25])[CH3:26].[Cl:1][c:2]1[c:3]([CH2:4][NH2:5])[cH:6][cH:7][c:8]([F:10])[cH:9]1.[S:11]1[C:12](=[S:13])[NH:14][C:15](=[O:16])[CH2:17]1>>[Cl:1][c:2]1[c:3]([CH2:4][NH:5][C:12]2=[N:14][C:15](=[O:16])[CH2:17][S:11]2)[cH:6][cH:7][c:8]([F:10])[cH:9]1.